Dataset: the Open Reaction Database (ORD), a public repository of structured organic reaction records. Task: describe an organic reaction: reactants, conditions, products, and yield Reactants: CCOC(=O)C(Br)c1ccccc1, CC#N, CCN(C(C)C)C(C)C, CNC(=O)c1cccc(N)c1. Yields the product CCOC(=O)C(Nc1cccc(C(=O)NC)c1)c1ccccc1. RXN SMILES: [Br:12][CH:13]([C:14](=[O:15])[O:16][CH2:17][CH3:18])[c:19]1[cH:20][cH:21][cH:22][cH:23][cH:24]1.[CH3:34][C:35]#[N:36].[CH:25]([N:26]([CH2:27][CH3:28])[CH:29]([CH3:30])[CH3:31])([CH3:32])[CH3:33].[NH2:1][c:2]1[cH:3][c:4]([C:5](=[O:6])[NH:7][CH3:8])[cH:9][cH:10][cH:11]1>>[NH:1]([c:2]1[cH:3][c:4]([C:5](=[O:6])[NH:7][CH3:8])[cH:9][cH:10][cH:11]1)[CH:13]([C:14](=[O:15])[O:16][CH2:17][CH3:18])[c:19]1[cH:20][cH:21][cH:22][cH:23][cH:24]1. Reactants: COC(=O)[C@H]1[C@@H](C(N1S(=O)(=O)C)=O)CCCNC(=NC(=O)OCC1=CC=CC=C1)NC(=O)OCC1=CC=CC=C1 (trans-4-Methoxycarbonyl-3-[3-[N',N"-di(Cbz)guanidino]propyl]-1-methylsulfonyl-2-azetidinone), Cl (HCl), [H][H] (hydrogen). Reagents/catalysts: [Pd] (palladium on carbon). The solvent is CO (methanol). Yields the product Cl.COC(=O)[C@H]1[C@@H](C(N1S(=O)(=O)C)=O)CCCNC(=N)N (trans-4-Methoxycarbonyl-3-(guanidinopropyl)-1-methylsulfonyl-2-azetidinone hydrochloride salt). Yield: 30.0%. Reaction SMILES: [CH3:1][O:2][C:3]([C@@H:5]1[N:8]([S:9]([CH3:12])(=[O:11])=[O:10])[C:7](=[O:13])[C@H:6]1[CH2:14][CH2:15][CH2:16][NH:17][C:18]([NH:30]C(OCC1C=CC=CC=1)=O)=[N:19]C(OCC1C=CC=CC=1)=O)=[O:4].[ClH:41].[H][H]>[Pd].CO>[ClH:41].[CH3:1][O:2][C:3]([C@@H:5]1[N:8]([S:9]([CH3:12])(=[O:11])=[O:10])[C:7](=[O:13])[C@H:6]1[CH2:14][CH2:15][CH2:16][NH:17][C:18]([NH2:30])=[NH:19])=[O:4] |f:5.6|. Procedure details: A methanol solution of compound 11 (0.29 g, 0.5 mmol) and 1N HCl (0.5 mL), containing 10% palladium on carbon, was stirred under 35 psi of hydrogen atmosphere for 2 h. The suspension was filtered through a pad of Celite and the filtrate was concentrated to afford 52 mg (30%) of the title product. Reactants: NC=1C=C(C(=O)NC2=NC3=CC=CC=C3C=C2)C=CC1N (3,4-diamino-N-quinolin-2-yl-benzamide), C(C)OP(OCC)(=O)C\C=C\C1=CC(=C(C(=C1)C)C=O)C ([(E)-3-(4-formyl-3,5-dimethylphenyl)-allyl]-phosphonic acid diethyl ester). Yields the product C(C)OP(OCC)(=O)CCCC1=CC(=C(C(=C1)C)C1=NC2=C(N1)C=C(C=C2)C(NC2=NC1=CC=CC=C1C=C2)=O)C ((3-{3,5-Dimethyl-4-[6-(quinolin-2-ylcarbamoyl)-1H-benzoimidazol-2-yl]-phenyl}-propyl)-phosphonic acid diethyl ester). Reaction SMILES: [NH2:1][C:2]1[CH:3]=[C:4]([CH:18]=[CH:19][C:20]=1[NH2:21])[C:5]([NH:7][C:8]1[CH:17]=[CH:16][C:15]2[C:10](=[CH:11][CH:12]=[CH:13][CH:14]=2)[N:9]=1)=[O:6].[CH2:22]([O:24][P:25]([CH2:30]/[CH:31]=[CH:32]/[C:33]1[CH:38]=[C:37]([CH3:39])[C:36]([CH:40]=O)=[C:35]([CH3:42])[CH:34]=1)(=[O:29])[O:26][CH2:27][CH3:28])[CH3:23]>>[CH2:27]([O:26][P:25]([CH2:30][CH2:31][CH2:32][C:33]1[CH:34]=[C:35]([CH3:42])[C:36]([C:40]2[NH:1][C:2]3[CH:3]=[C:4]([C:5](=[O:6])[NH:7][C:8]4[CH:17]=[CH:16][C:15]5[C:10](=[CH:11][CH:12]=[CH:13][CH:14]=5)[N:9]=4)[CH:18]=[CH:19][C:20]=3[N:21]=2)=[C:37]([CH3:39])[CH:38]=1)(=[O:29])[O:24][CH2:22][CH3:23])[CH3:28]. Reported procedure: The title compound was prepared from 3,4-diamino-N-quinolin-2-yl-benzamide and [(E)-3-(4-formyl-3,5-dimethylphenyl)-allyl]-phosphonic acid diethyl ester analogous to Example 6-32 (steps 2 and 3). 1H NMR (Methanol-d4, 400 MHz): δ 8.46 (d, 1H), 8.39 (d, 1H), 8.30 (s, 1H), 8.05 (d, 1H), 7.93 (d, 2H), 7.83 (s, 1H), 7.76 (m, 1H), 7.55 (m, 1H), 7.09 (s, 2H), 4.14 (m, 4H), 2.78 (t, 2H), 2.18 (s, 6H), 1.96 (m, 2H), 1.85 (m, 2H), 1.34 (t, 6H). MS (m/z) 571.4 (M+1); Retention time: 1.41 min (Method 10). The reactants are C(C)OCC (diethyl ether), [Cl-].[NH4+] (ammonium chloride), BrC=1C=CC(=C(C1)C(C=1C(=NC(=C(C1)[Sn](CCCC)(CCCC)CCCC)F)F)O[Si](C)(C)C(C)(C)C)OC (3-((5-Bromo-2-methoxyphenyl)(tert-butyldimethylsilyloxy)methyl)-2,6-difluoro-5-(tributylstannyl)pyridine), [F-].C(CCC)[N+](CCCC)(CCCC)CCCC (Tetrabutylammonium fluoride), 4-methylmorpholine n-oxide. The reagents and catalysts are [Ru](=O)(=O)(=O)[O-].C(CC)[N+](CCC)(CCC)CCC (tetrapropylammonium perruthenate). Run in C(Cl)Cl (DCM), O (water), O (Water), C1CCOC1 (THF). Conditions: time 5 minute. Yields the product BrC=1C=CC(=C(C1)C(=O)C=1C(=NC(=C(C1)[Sn](CCCC)(CCCC)CCCC)F)F)OC ((5-bromo-2-methoxyphenyl)(2,6-difluoro-5-(tributylstannyl)pyridin-3-yl)methanone). Reaction SMILES: [Br:1][C:2]1[CH:3]=[CH:4][C:5]([O:38][CH3:39])=[C:6]([CH:8]([O:30][Si](C(C)(C)C)(C)C)[C:9]2[C:10]([F:29])=[N:11][C:12]([F:28])=[C:13]([Sn:15]([CH2:24][CH2:25][CH2:26][CH3:27])([CH2:20][CH2:21][CH2:22][CH3:23])[CH2:16][CH2:17][CH2:18][CH3:19])[CH:14]=2)[CH:7]=1.[F-].C([N+](CCCC)(CCCC)CCCC)CCC.C(OCC)C.[Cl-].[NH4+]>C1COCC1.C(Cl)Cl.O.[Ru]([O-])(=O)(=O)=O.C([N+](CCC)(CCC)CCC)CC>[Br:1][C:2]1[CH:3]=[CH:4][C:5]([O:38][CH3:39])=[C:6]([C:8]([C:9]2[C:10]([F:29])=[N:11][C:12]([F:28])=[C:13]([Sn:15]([CH2:16][CH2:17][CH2:18][CH3:19])([CH2:20][CH2:21][CH2:22][CH3:23])[CH2:24][CH2:25][CH2:26][CH3:27])[CH:14]=2)=[O:30])[CH:7]=1 |f:1.2,4.5,9.10|. Reported procedure: 3-((5-Bromo-2-methoxyphenyl)(tert-butyldimethylsilyloxy)methyl)-2,6-difluoro-5-(tributylstannyl)pyridine (1.17 g, 1.595 mmol) was dissolved in dry THF (10 mL). Tetrabutylammonium fluoride (2.2 mL, 2.200 mmol) was added and the reaction stirred for 5 minutes. Water (100 mL), diethyl ether (100 mL) and saturated ammonium chloride (10 mL) were added. The phases were mixed and separated and the organic dried with magnesium sulfate before evaporating to dryness under reduced pressure. The crude alcoh... Starting materials: N1C(=NC2=C1C=CC=C2)CCCN(C(C)=O)C (N-[3-(1H-benzimidazol-2-yl)propyl]-N-methylacetamide), solution, C(CCC)[Li] (butyllithium), C(C)(C)NC(C)C (diisopropylamine), FC=1C=C2CCC([C@H](C2=CC1)C(C)C)=O ((S)-6-Fluoro-1-isopropyl-3,4-dihydro-1H-naphthalen-2-one). Solvent: C1(=CC=CC=C1)C (toluene), C1(=CC=CC=C1)C (toluene), O (water), O1CCCC1 (tetrahydrofuran), CCCCCC (hexane), CCCCC (pentane). Run at temperature 0 celsius, time 3 hour. Product: N1C(=NC2=C1C=CC=C2)CCCN(C(C[C@@]2([C@H](C1=CC=C(C=C1CC2)F)C(C)C)O)=O)C ((1S,2S)-N-[3-(1H-benzimidazol-2-yl)propyl]-2-(6-fluoro-2-hydroxy-1-isopropyl-1,2,3,4-tetrahydronaphthalen-2-yl)-N-methylacetamide). As a reaction SMILES: C([Li])CCC.C(NC(C)C)(C)C.[NH:13]1[C:17]2[CH:18]=[CH:19][CH:20]=[CH:21][C:16]=2[N:15]=[C:14]1[CH2:22][CH2:23][CH2:24][N:25]([CH3:29])[C:26](=[O:28])[CH3:27].[F:30][C:31]1[CH:32]=[C:33]2[C:38](=[CH:39][CH:40]=1)[C@H:37]([CH:41]([CH3:43])[CH3:42])[C:36](=[O:44])[CH2:35][CH2:34]2>CCCCCC.O1CCCC1.C1(C)C=CC=CC=1.O.CCCCC>[NH:13]1[C:17]2[CH:18]=[CH:19][CH:20]=[CH:21][C:16]=2[N:15]=[C:14]1[CH2:22][CH2:23][CH2:24][N:25]([CH3:29])[C:26](=[O:28])[CH2:27][C@@:36]1([OH:44])[CH2:35][CH2:34][C:33]2[C:38](=[CH:39][CH:40]=[C:31]([F:30])[CH:32]=2)[C@@H:37]1[CH:41]([CH3:42])[CH3:43]. Reported procedure: Under a dry nitrogen atmosphere, a 2.5 molar solution of butyllithium in hexane, 8.4 mL (21 mmol) was added by syringe to 20 mL pentane. The solution was cooled to 0° C. and 2.75 mL (2.13 g, 21 mmol) diisopropylamine was added by syringe over six minutes. The solution was warmed to 25° C. and stirred for three hours, then volatiles were removed in vacuo. Tetrahydrofuran, 20 mL, was added via syringe to the residue, and the resulting yellow solution cooled to 0° C. A solution of 2.42 g (10.5 mmol... Starting materials: BrC1=C(N=C2N1C1=C(NC3=C2C=CC=C3)N=CC=C1)CCC1=CC=CC=C1 (3-bromo-2-phenethyl-9H-benzo[f]imidazo[1,2-d]pyrido[2,3-b][1,4]diazepine), CC1(OB(OC1(C)C)C1=CC=C(C=C1)C1(CCC1)NC(OC(C)(C)C)=O)C (tert-butyl (1-(4-(4,4,5,5-tetramethyl-1,3,2-dioxaborolan-2-yl)phenyl)cyclobutyl)carbamate), C(C)O (ethanol), C([O-])(O)=O.[Na+] (sodium bicarbonate). Run in C1(=CC=CC=C1)C (toluene). Run at temperature 100 celsius, time 8 hour. Product: C(CC1=CC=CC=C1)C=1N=C2N(C3=C(NC4=C2C=CC=C4)N=CC=C3)C1C1=CC=C(C=C1)C1(CCC1)NC(OC(C)(C)C)=O (tert-butyl (1-(4-(2-phenethyl-9H-benzo[f]imidazo[1,2-d]pyrido[2,3-b][1,4]diazepin-3-yl)phenyl)cyclobutyl)carbamate). Isolated yield 15.2%. Reaction SMILES: Br[C:2]1[N:6]2[C:7]3[CH:19]=[CH:18][CH:17]=[N:16][C:8]=3[NH:9][C:10]3[CH:15]=[CH:14][CH:13]=[CH:12][C:11]=3[C:5]2=[N:4][C:3]=1[CH2:20][CH2:21][C:22]1[CH:27]=[CH:26][CH:25]=[CH:24][CH:23]=1.C(O)C.C(=O)(O)[O-].[Na+].CC1(C)C(C)(C)OB([C:44]2[CH:49]=[CH:48][C:47]([C:50]3([NH:54][C:55](=[O:61])[O:56][C:57]([CH3:60])([CH3:59])[CH3:58])[CH2:53][CH2:52][CH2:51]3)=[CH:46][CH:45]=2)O1>C1(C)C=CC=CC=1>[CH2:20]([C:3]1[N:4]=[C:5]2[C:11]3[CH:12]=[CH:13][CH:14]=[CH:15][C:10]=3[NH:9][C:8]3[N:16]=[CH:17][CH:18]=[CH:19][C:7]=3[N:6]2[C:2]=1[C:44]1[CH:45]=[CH:46][C:47]([C:50]2([NH:54][C:55](=[O:61])[O:56][C:57]([CH3:59])([CH3:58])[CH3:60])[CH2:51][CH2:52][CH2:53]2)=[CH:48][CH:49]=1)[CH2:21][C:22]1[CH:23]=[CH:24][CH:25]=[CH:26][CH:27]=1 |f:2.3|. Reported procedure: To a suspension of 3-bromo-2-phenethyl-9H-benzo[f]imidazo[1,2-d]pyrido[2,3-b][1,4]diazepine (0.197 g, 1 eq.) in a mixture of toluene (10 mL), ethanol (10 mL), and saturated sodium bicarbonate (4 mL) was added tert-butyl (1-(4-(4,4,5,5-tetramethyl-1,3,2-dioxaborolan-2-yl)phenyl)cyclobutyl)carbamate (0.353 g, 2 eq.). The reaction was degassed (nitrogen) for 5 minutes and tetrakis(triphenylphosphine)palladium(0) added (0.054 g). The reaction was again degassed for 5 minutes and stirred at 100° C. o... Starting materials: C(C)(=O)C1=CC=C(OC(C(=O)OC)C)C=C1 (methyl 2-(4-acetylphenoxy)propanoate), C(C)(=O)OO (peracetic acid), OC1=CC=C(OC(C(=O)OC)C)C=C1 (methyl 2-(4-hydroxyphenoxy)propanoate). Run in C(C)(=O)O (acetic acid). Run at temperature 70 celsius. Yields the product C(C)(=O)OC1=CC=C(OC(C(=O)OC)C)C=C1 (methyl 2-(4-acetoxyphenoxy)propanoate). The yield is 71.0%. Reaction SMILES: C([C:4]1[CH:16]=[CH:15][C:7]([O:8][CH:9]([CH3:14])[C:10]([O:12][CH3:13])=[O:11])=[CH:6][CH:5]=1)(=O)C.[C:17]([O:20]O)(=[O:19])[CH3:18].OC1C=CC(OC(C)C(OC)=O)=CC=1>C(O)(=O)C>[C:17]([O:20][C:4]1[CH:5]=[CH:6][C:7]([O:8][CH:9]([CH3:14])[C:10]([O:12][CH3:13])=[O:11])=[CH:15][CH:16]=1)(=[O:19])[CH3:18]. Procedure details: To a solution of methyl 2-(4-acetylphenoxy)propanoate (5.6g, 25.0 mmol) in acetic acid (25 mL) is added peracetic acid (35%, 6.5g, 30.0 mmol) dropwise over 30 minutes at 25° C. The reaction is refluxed at 70° C. for 5 hours to give an orange-brown liquid. Acetic acid and residual peracetic acid are removed by high vacuum. The solution is kugelrohr distilled to give a light brown-orange product which contains methyl 2-(4-acetoxyphenoxy)propanoate (conversion 93%, selectivity 76%, yield 71%) and m... Starting materials: C1CCOC1, N#Cc1cnc(Cl)s1, Cl, [H-], Nc1cc(N2CCCCC2)ncn1, [Na+], O. The product is N#Cc1cnc(Nc2cc(N3CCCCC3)ncn2)s1. Reaction SMILES: [CH2:26]1[O:27][CH2:28][CH2:29][CH2:30]1.[Cl:16][c:17]1[s:18][c:19]([C:22]#[N:23])[cH:20][n:21]1.[ClH:24].[H-:1].[N:3]1([c:9]2[cH:10][c:11]([NH2:15])[n:12][cH:13][n:14]2)[CH2:4][CH2:5][CH2:6][CH2:7][CH2:8]1.[Na+:2].[OH2:25]>>[N:3]1([c:9]2[cH:10][c:11]([NH:15][c:17]3[s:18][c:19]([C:22]#[N:23])[cH:20][n:21]3)[n:12][cH:13][n:14]2)[CH2:4][CH2:5][CH2:6][CH2:7][CH2:8]1.